Task: describe an organic reaction: reactants, conditions, products, and yield. Dataset: the Open Reaction Database (ORD), a public repository of structured organic reaction records Starting materials: C (charcoal), NCC=1C=C(C=C(C1O)Br)C(CC)=O (3'-aminomethyl-5'-bromo-4'-hydroxypropiophenone), Cl.CON (O-methylhydroxylamine hydrochloride), C(C)O (ethanol). Solvent: N1=CC=CC=C1 (pyridine). Yields the product CON=C(CC)C1=CC(=C(C(=C1)Br)O)CN (3'-aminomethyl-5'-bromo-4'-hydroxypropiophenone O-methyloxime). Yield: 78.9%. Reaction SMILES: [NH2:1][CH2:2][C:3]1[CH:4]=[C:5]([C:11](=O)[CH2:12][CH3:13])[CH:6]=[C:7]([Br:10])[C:8]=1[OH:9].Cl.[CH3:16][O:17][NH2:18].C(O)C.C>N1C=CC=CC=1>[CH3:16][O:17][N:18]=[C:11]([C:5]1[CH:6]=[C:7]([Br:10])[C:8]([OH:9])=[C:3]([CH2:2][NH2:1])[CH:4]=1)[CH2:12][CH3:13] |f:1.2|. Procedure details: A solution of 9.0 g of 3'-aminomethyl-5'-bromo-4'-hydroxypropiophenone and 9.0 g of O-methylhydroxylamine hydrochloride in 80 ml of pyridine and 40 m of ethanol is refluxed with heating for 25 minutes. Activated charcoal is added to the reaction mixture and then filtered off. The filtrate is concentrated under reduced pressure and to the residue are added 200 ml of ice-cold water and 6.0 g of sodium hydrogencarbonate and stirred. The insoluble substance is collected by filtration and washed with... Reactants: C1(=CC=CC=C1)S(=O)(=O)N=C=O (Benzene sulfonyl isocyanate), OCCC1=C2CC(NC2=CC=C1)=O (4-(2-hydroxy-ethyl)-1,3-dihydro-indol-2-one), [OH-].[Na+] (sodium hydroxide). The reagents and catalysts are N1=CC=CC=C1 (pyridine). Solvent: O1CCCC1 (tetrahydrofuran), CN(C=O)C (dimethylforamide). Reaction conditions: temperature 80 celsius. Yields the product O=C1NC2=CC=CC(=C2C1)CCOC(NS(=O)(=O)C1=CC=CC=C1)=O (benzene sulfonyl-carbamic acid 2-(2-oxo-2,3-dihydro-1H-indol-4-yl)-ethyl ester). Yield: 27.1%. As a reaction SMILES: [C:1]1([S:7]([N:10]=[C:11]=[O:12])(=[O:9])=[O:8])[CH:6]=[CH:5][CH:4]=[CH:3][CH:2]=1.[OH:13][CH2:14][CH2:15][C:16]1[CH:24]=[CH:23][CH:22]=[C:21]2[C:17]=1[CH2:18][C:19](=[O:25])[NH:20]2.[OH-].[Na+]>O1CCCC1.CN(C)C=O.N1C=CC=CC=1>[O:25]=[C:19]1[CH2:18][C:17]2[C:21](=[CH:22][CH:23]=[CH:24][C:16]=2[CH2:15][CH2:14][O:13][C:11](=[O:12])[NH:10][S:7]([C:1]2[CH:6]=[CH:5][CH:4]=[CH:3][CH:2]=2)(=[O:8])=[O:9])[NH:20]1 |f:2.3|. Procedure: Benzene sulfonyl isocyanate (1.07 mL, 8 mmol) was added dropwise to a stirred mixture of 4-(2-hydroxy-ethyl)-1,3-dihydro-indol-2-one (709 mg, 4 mmol) in tetrahydrofuran (8 mL), dimethylforamide (2 mL) and pyridine (3 drops) under nitrogen atmosphere. The mixture was heated at 80° C. for 15 hours. The reaction was cooled, poured into 1 N sodium hydroxide solution (100 mL) and extracted with ethyl acetate (200 mL). The organic layer was discarded and the basic aqueous layer was acidified with 6 N ...